From a dataset of the Open Reaction Database (ORD), a public repository of structured organic reaction records. describe an organic reaction: reactants, conditions, products, and yield The reactants are [OH-].[K+] (Potassium hydroxide), C1(=CC=CC=C1)C1=C(C=CC=C1)S(=O)(=O)N (2-phenylbenzenesulfonamide), C(=S)=S (carbon disulfide), [OH-].[K+] (potassium hydroxide), C(C)(=O)OCC (ethyl acetate). The solvent is CN(C=O)C (dimethylformamide). Run at time 7 hour. The product is C1(=C(C=CC=C1)S(=O)(=O)N=C([S-])[S-])C1=CC=CC=C1.[K+].[K+] (potassium N-(2-biphenylylsulfonyl)carbonimidodithioate). Isolated yield 166.3%. As a reaction SMILES: [C:1]1([C:7]2[CH:12]=[CH:11][CH:10]=[CH:9][C:8]=2[S:13]([NH2:16])(=[O:15])=[O:14])[CH:6]=[CH:5][CH:4]=[CH:3][CH:2]=1.[C:17](=[S:19])=[S:18].[OH-].[K+:21].C(OCC)(=O)C>CN(C)C=O>[C:7]1([C:1]2[CH:2]=[CH:3][CH:4]=[CH:5][CH:6]=2)[CH:12]=[CH:11][CH:10]=[CH:9][C:8]=1[S:13]([N:16]=[C:17]([S-:19])[S-:18])(=[O:14])=[O:15].[K+:21].[K+:21] |f:2.3,6.7.8|. Procedure details: 115.5 g of 2-phenylbenzenesulfonamide were dissolved in 500 ml of dimethylformamide, and 38 g of carbon disulfide and 28 g of potassium hydroxide were added to the resulting solution. The mixture was stirred at room temperature for 7 hours. Potassium hydroxide (28 g) was added to the reaction mixture, and the mixture was stirred at room temperature for 2 hours. Then, 400 ml of ethyl acetate were added dropwise to precipitate pale yellow crystals. The crystals were filtered, and washed with ethyl... Reaction SMILES: C1C=CC(P(C2C(C3C(P(C4C=CC=CC=4)C4C=CC=CC=4)=CC=C4C=3C=CC=C4)=C3C(C=CC=C3)=CC=2)C2C=CC=CC=2)=CC=1.C(=O)([O-])[O-].[Cs+].[Cs+].Cl[C:54]1[N:59]=[C:58]([N:60]2[CH2:65][CH2:64][O:63][CH2:62][CH2:61]2)[N:57]=[C:56]([C:66]2[CH:67]=[N:68][C:69]([NH2:72])=[N:70][CH:71]=2)[CH:55]=1.[CH3:73][O:74][C:75]1[CH:84]=[CH:83][CH:82]=[C:81]2[C:76]=1[CH:77]=[C:78]([NH2:85])[CH:79]=[N:80]2>CC([O-])=O.CC([O-])=O.[Pd+2].C1COCC1>[NH2:72][C:69]1[N:68]=[CH:67][C:66]([C:56]2[N:57]=[C:58]([N:60]3[CH2:65][CH2:64][O:63][CH2:62][CH2:61]3)[N:59]=[C:54]([NH:85][C:78]3[CH:79]=[N:80][C:81]4[C:76]([CH:77]=3)=[C:75]([O:74][CH3:73])[CH:84]=[CH:83][CH:82]=4)[CH:55]=2)=[CH:71][N:70]=1 |f:1.2.3,6.7.8|. Reactants: C=1C=CC(=CC1)P(C=2C=CC=CC2)C3=CC=C4C=CC=CC4=C3C5=C6C=CC=CC6=CC=C5P(C=7C=CC=CC7)C=8C=CC=CC8 (BINAP), C([O-])([O-])=O.[Cs+].[Cs+] (cesium carbonate), ClC1=CC(=NC(=N1)N1CCOCC1)C=1C=NC(=NC1)N (5-(6-chloro-2-morpholinopyrimidin-4-yl)pyrimidin-2-amine), COC1=C2C=C(C=NC2=CC=C1)N (5-methoxyquinolin-3-amine). Yields the product NC1=NC=C(C=N1)C1=CC(=NC(=N1)N1CCOCC1)NC=1C=NC2=CC=CC(=C2C1)OC (N-(6-(2-aminopyrimidin-5-yl)-2-morpholinopyrimidin-4-yl)-5-methoxyquinolin-3-amine). Reported procedure: The desired compound was prepared as described in Example 2: Pd(OAc)2, BINAP, cesium carbonate, THF (0.8 mL) were mixed with 5-(6-chloro-2-morpholinopyrimidin-4-yl)pyrimidin-2-amine (1 eq.) and 5-methoxyquinolin-3-amine (2 eq), which was prepared as shown in Method 20. The mixture was heated under microwave irradiation for 10 minutes at 110° C. The solution was filtered and concentrated Under reduced pressure. The crude product was purified by preparative reverse phase HPLC. LC/MS (m/z): 431.2 (... Run at temperature 110 celsius. Reagents/catalysts: CC(=O)[O-].CC(=O)[O-].[Pd+2] (Pd(OAc)2). Run in C1CCOC1 (THF). The reactants are CCCCCCCCCCCCOc1ccc(N)cc1, CCOC(=O)C(=O)Cl, ClCCl, Cl, c1ccncc1. Product: CCCCCCCCCCCCOc1ccc(NC(=O)C(=O)OCC)cc1. As a reaction SMILES: [CH2:1]([CH2:2][CH2:3][CH2:4][CH2:5][CH2:6][CH2:7][CH2:8][CH2:9][CH2:10][CH2:11][CH3:12])[O:13][c:14]1[cH:15][cH:16][c:17]([NH2:18])[cH:19][cH:20]1.[Cl:27][C:28]([C:29](=[O:30])[O:31][CH2:32][CH3:33])=[O:34].[Cl:36][CH2:37][Cl:38].[ClH:35].[cH:21]1[cH:22][cH:23][n:24][cH:25][cH:26]1>>[CH2:1]([CH2:2][CH2:3][CH2:4][CH2:5][CH2:6][CH2:7][CH2:8][CH2:9][CH2:10][CH2:11][CH3:12])[O:13][c:14]1[cH:15][cH:16][c:17]([NH:18][C:28]([C:29](=[O:30])[O:31][CH2:32][CH3:33])=[O:34])[cH:19][cH:20]1. As a reaction SMILES: [CH3:46][OH:47].[CH:28]([NH:29][CH:30]([CH3:31])[CH3:32])([CH3:33])[CH3:34].[CH:35]1([CH2:38][NH:39][CH:40]2[CH2:41][CH2:42][CH2:43][CH2:44][CH2:45]2)[CH2:36][CH2:37]1.[Cl:1][c:2]1[cH:3][c:4]([C:8](=[O:9])[NH:10][c:11]2[c:12]([CH3:27])[cH:13][c:14]([S:17](=[O:18])(=[O:19])[N:20]([CH3:21])[CH2:22][C:23](=[O:24])[O:25][CH3:26])[cH:15][cH:16]2)[n:5][cH:6][n:7]1>>[c:2]1([N:39]([CH2:38][CH:35]2[CH2:36][CH2:37]2)[CH:40]2[CH2:41][CH2:42][CH2:43][CH2:44][CH2:45]2)[cH:3][c:4]([C:8](=[O:9])[NH:10][c:11]2[c:12]([CH3:27])[cH:13][c:14]([S:17](=[O:18])(=[O:19])[N:20]([CH3:21])[CH2:22][C:23](=[O:24])[O:25][CH3:26])[cH:15][cH:16]2)[n:5][cH:6][n:7]1. Reactants: CO, CC(C)NC(C)C, C1CCC(NCC2CC2)CC1, COC(=O)CN(C)S(=O)(=O)c1ccc(NC(=O)c2cc(Cl)ncn2)c(C)c1. Product: COC(=O)CN(C)S(=O)(=O)c1ccc(NC(=O)c2cc(N(CC3CC3)C3CCCCC3)ncn2)c(C)c1. The reactants are O=C([O-])[O-], Cc1cc([N+](=O)[O-])cc(C)c1O, ClCCN1CCOCC1, Cl, [Cs+], [Cs+]. Product: Cc1cc([N+](=O)[O-])cc(C)c1OCCN1CCOCC1. Reaction SMILES: [C:23](=[O:24])([O-:25])[O-:26].[CH3:1][c:2]1[c:3]([OH:12])[c:4]([CH3:11])[cH:5][c:6]([N+:8](=[O:9])[O-:10])[cH:7]1.[Cl:14][CH2:15][CH2:16][N:17]1[CH2:18][CH2:19][O:20][CH2:21][CH2:22]1.[ClH:13].[Cs+:27].[Cs+:28]>>[CH3:1][c:2]1[c:3]([O:12][CH2:15][CH2:16][N:17]2[CH2:18][CH2:19][O:20][CH2:21][CH2:22]2)[c:4]([CH3:11])[cH:5][c:6]([N+:8](=[O:9])[O-:10])[cH:7]1.